This data is from the Open Reaction Database (ORD), a public repository of structured organic reaction records. The task is: describe an organic reaction: reactants, conditions, products, and yield Procedure details: Suspend (methoxymethyl)triphenylphosphonium chloride (1.14 g, 3.34 mmol)in THF (11 mL) under N2 and cool the mixture at 0° C., add slowly 0.5M KHMDS in toluene (6.7 mL, 3.34 mmol) and stir at 0° C. for 30 min. Cool the mixture at −78° C. and add a solution of aldehyde from step 1 above (663 mg, 2.78 mmol) in THF (2 mL). Wann the mixture slowly to room temperature, and stir for 1 h. Add water and extract the aqueous layer with Et2O. Dry the organic layer over MgSO4. Eliminate the solvent and puri... Reaction conditions: temperature 0 celsius, time 30 minute. As a reaction SMILES: [Cl-].[CH3:2][O:3][CH2:4][P+](C1C=CC=CC=1)(C1C=CC=CC=1)C1C=CC=CC=1.C[Si]([N-][Si](C)(C)C)(C)C.[K+].C1(C)C=CC=CC=1.[CH:41]([C:43]1[CH:57]=[CH:56][C:46]([O:47][C:48]2[CH:55]=[CH:54][C:51]([C:52]#[N:53])=[CH:50][N:49]=2)=[C:45]([CH3:58])[CH:44]=1)=O>C1COCC1>[CH3:2][O:3][CH:4]=[CH:41][C:43]1[CH:57]=[CH:56][C:46]([O:47][C:48]2[CH:55]=[CH:54][C:51]([C:52]#[N:53])=[CH:50][N:49]=2)=[C:45]([CH3:58])[CH:44]=1 |f:0.1,2.3|. Reactants: C(=O)C1=CC(=C(OC2=NC=C(C#N)C=C2)C=C1)C (6-(4-Formyl-2-methyl-phenoxy)-nicotinonitrile), [Cl-].COC[P+](C1=CC=CC=C1)(C1=CC=CC=C1)C1=CC=CC=C1 ((methoxymethyl)triphenylphosphonium chloride), C[Si](C)(C)[N-][Si](C)(C)C.[K+] (KHMDS), C1(=CC=CC=C1)C (toluene). The product is COC=CC1=CC(=C(OC2=NC=C(C#N)C=C2)C=C1)C (6-[4-(2-Methoxy-vinyl)-2-methyl-phenoxy]-nicotinonitrile). The yield is 76.0%. Run in C1CCOC1 (THF), C1CCOC1 (THF). Reactants: [Mg] (magnesium), OC=1C(C2=CC=CC=C2C(C1)=O)=O (2-hydroxy-1,4-naphthoquinone), BrC(C)Br (dibromoethane), ClCCC(C)(C)C (1-chloro-3,3-dimethylbutane), BrC(C)Br (dibromoethane). The reagents and catalysts are CC([O-])C.[Ti+4].CC([O-])C.CC([O-])C.CC([O-])C (titanium(IV) isopropoxide). Run in O1CCCC1 (tetrahydrofuran), O1CCCC1 (tetrahydrofuran), C(C)(=O)OCC (ethyl acetate), O1CCCC1 (tetrahydrofuran). Run at temperature 0 celsius, time 1 hour. Product: CC(CCC1(C(CC(C2=CC=CC=C12)=O)=O)O)(C)C (4-(3,3-dimethylbutyl)-4-hydroxynaphthalene-1,3 (2H,4H)-dione). Isolated yield 27.3%. RXN SMILES: [Mg].Cl[CH2:3][CH2:4][C:5]([CH3:8])([CH3:7])[CH3:6].BrC(Br)C.[OH:13][C:14]1[C:15](=[O:25])[C:16]2[C:21]([C:22](=[O:24])[CH:23]=1)=[CH:20][CH:19]=[CH:18][CH:17]=2>O1CCCC1.C(OCC)(=O)C.CC(C)[O-].[Ti+4].CC(C)[O-].CC(C)[O-].CC(C)[O-]>[CH3:6][C:5]([CH3:8])([CH3:7])[CH2:4][CH2:3][C:15]1([OH:25])[C:16]2[C:21](=[CH:20][CH:19]=[CH:18][CH:17]=2)[C:22](=[O:24])[CH2:23][C:14]1=[O:13] |f:6.7.8.9.10|. Reported procedure: To a suspension of magnesium turnings (2.90 g, 0.12 mol) in tetrahydrofuran (150 mL) was added 1-chloro-3,3-dimethylbutane (14.2 g, 0.12 mol). The mixture was cooled to 0° C. and dibromoethane (2.5 mL, 29 mmol) was added portion wise over 15 min. The mixture was allowed to warm to room temperature and stirred for 1 h. After which, an additional equivalent of dibromoethane (2.5 mL, 29 mmol) was added portion wise over 15 min and stirred at room temperature for 72 h. The mixture was diluted with t... Yield: 58.0%. Procedure: 3-Hydroxy-2-methyl-4H-pyran-4-one (0.5 g, 4.0 mmol) was reacted with 4-nitrobenzenesulfonyl chloride (0.88 g, 4.0 mmol) in 15 mL of pyridine to afford PZBG-2c in 58% yield (0.71 g, 2.3 mmol). 1H NMR (500 MHz, CDCl3) δ=8.42 (d, J=9.2 Hz, 2H), 8.31 (d, J=9.2 Hz, 2H), 7.69 (d, J=5.7 Hz, 1H), 6.34 (d, J=5.8 Hz, 1H), 2.53 (s, 3H, CH3). 13C NMR (100 MHz, CDCl3) δ=171.8, 163.5, 154.6, 151.2, 142.3, 138.6, 130.4, 124.3, 117.6, 16.3. ESI-MS(+): m/z 312.06 [M+H]+. RXN SMILES: [OH:1][C:2]1[C:7](=[O:8])[CH:6]=[CH:5][O:4][C:3]=1[CH3:9].[N+:10]([C:13]1[CH:18]=[CH:17][C:16]([S:19](Cl)(=[O:21])=[O:20])=[CH:15][CH:14]=1)([O-:12])=[O:11]>N1C=CC=CC=1>[N+:10]([C:13]1[CH:14]=[CH:15][C:16]([S:19]([O:1][C:2]2[C:7](=[O:8])[CH:6]=[CH:5][O:4][C:3]=2[CH3:9])(=[O:21])=[O:20])=[CH:17][CH:18]=1)([O-:12])=[O:11]. Product: [N+](=O)([O-])C1=CC=C(C=C1)S(=O)(=O)OC1=C(OC=CC1=O)C (2-Methyl-4-oxo-4H-pyran-3-yl 4-nitrobenzenesulfonate). Starting materials: OC1=C(OC=CC1=O)C (3-Hydroxy-2-methyl-4H-pyran-4-one), [N+](=O)([O-])C1=CC=C(C=C1)S(=O)(=O)Cl (4-nitrobenzenesulfonyl chloride). Run in N1=CC=CC=C1 (pyridine).